describe an organic reaction: reactants, conditions, products, and yield From a dataset of the Open Reaction Database (ORD), a public repository of structured organic reaction records. Reactants: C([O-])([O-])=O.[K+].[K+] (potassium carbonate), CC1CNCC(O1)C (2,6-dimethylmorpholine), BrCCOC=1C=C(C(=O)NC2=CC(=C(C=C2)Cl)C2=NC=CC=C2)C=CC1CS(=O)(=O)C (3-(2-Bromoethoxy)-N-(4-chloro-3-(pyridin-2-yl)phenyl)-4-(methylsulfonylmethyl)benzamide). The solvent is CN(C)C=O (DMF). Run at time 18 hour. The product is ClC1=C(C=C(C=C1)NC(C1=CC(=C(C=C1)CS(=O)(=O)C)OCCN1CC(OC(C1)C)C)=O)C1=NC=CC=C1 (N-(4-chloro-3-(pyridin-2-yl)phenyl)-3-(2-(2,6-dimethylmorpholino)ethoxy)-4-(methylsulfonylmethyl)benzamide). The yield is 37.7%. RXN SMILES: Br[CH2:2][CH2:3][O:4][C:5]1[CH:6]=[C:7]([CH:24]=[CH:25][C:26]=1[CH2:27][S:28]([CH3:31])(=[O:30])=[O:29])[C:8]([NH:10][C:11]1[CH:16]=[CH:15][C:14]([Cl:17])=[C:13]([C:18]2[CH:23]=[CH:22][CH:21]=[CH:20][N:19]=2)[CH:12]=1)=[O:9].C(=O)([O-])[O-].[K+].[K+].[CH3:38][CH:39]1[O:44][CH:43]([CH3:45])[CH2:42][NH:41][CH2:40]1>CN(C=O)C>[Cl:17][C:14]1[CH:15]=[CH:16][C:11]([NH:10][C:8](=[O:9])[C:7]2[CH:24]=[CH:25][C:26]([CH2:27][S:28]([CH3:31])(=[O:30])=[O:29])=[C:5]([O:4][CH2:3][CH2:2][N:41]3[CH2:40][CH:39]([CH3:38])[O:44][CH:43]([CH3:45])[CH2:42]3)[CH:6]=2)=[CH:12][C:13]=1[C:18]1[CH:23]=[CH:22][CH:21]=[CH:20][N:19]=1 |f:1.2.3|. Procedure: 3-(2-Bromoethoxy)-N-(4-chloro-3-(pyridin-2-yl)phenyl)-4-(methylsulfonylmethyl)benzamide (50 mg, 0.095 mmol) was dissolved in DMF (1.0 ml) and treated with potassium carbonate (18 mg, 0.13 mmol) and 2,6-dimethylmorpholine (14 μl, 0.11 mmol), and stirred at room temperature for 18 hours. The reaction was quenched in 5% NaOH and extracted with ethyl acetate twice. The ethyl acetate extracts were washed with water once, brine once, dried with MgSO4, and purified by reverse phase HPLC to yield 20 mg ... Reactants: COC1=C(CN2C(C(CC2)(CCOS(=O)(=O)C)CC2=CC(=CC(=C2)C(F)(F)F)C(F)(F)F)=O)C=CC=C1 (1-(2-methoxybenzyl)-3-(3 5-di(trifluoromethyl)phenylmethyl)-3-(2-methanesulfonyloxyethyl)-2-oxopyrrolidine), I.C(C)OCCN1C(=NC2=C1C=CC=C2)N2CCNCCC2 (4-(1-(2-ethoxyethyl)-1H-benzimidazol-2-yl)[1,4]diazepane hydriodic acid salt). The product is COC1=C(CN2C(C(CC2)(CC2=CC(=CC(=C2)C(F)(F)F)C(F)(F)F)CCN2CCN(CCC2)C2=NC3=C(N2CCOCC)C=CC=C3)=O)C=CC=C1 (1-(2-Methoxybenzyl)-3-(2-(4-(1-(2-ethoxyethyl)-1H-benzimidazol-2-yl)[1,4]diazepan-1-yl)ethyl)-3-(3,5-di(trifluoromethyl)phenylmethyl)-2-oxopyrrolidine). RXN SMILES: [CH3:1][O:2][C:3]1[CH:37]=[CH:36][CH:35]=[CH:34][C:4]=1[CH2:5][N:6]1[CH2:10][CH2:9][C:8]([CH2:18][C:19]2[CH:24]=[C:23]([C:25]([F:28])([F:27])[F:26])[CH:22]=[C:21]([C:29]([F:32])([F:31])[F:30])[CH:20]=2)([CH2:11][CH2:12]OS(C)(=O)=O)[C:7]1=[O:33].I.[CH2:39]([O:41][CH2:42][CH2:43][N:44]1[C:48]2[CH:49]=[CH:50][CH:51]=[CH:52][C:47]=2[N:46]=[C:45]1[N:53]1[CH2:59][CH2:58][CH2:57][NH:56][CH2:55][CH2:54]1)[CH3:40]>>[CH3:1][O:2][C:3]1[CH:37]=[CH:36][CH:35]=[CH:34][C:4]=1[CH2:5][N:6]1[CH2:10][CH2:9][C:8]([CH2:11][CH2:12][N:56]2[CH2:57][CH2:58][CH2:59][N:53]([C:45]3[N:44]([CH2:43][CH2:42][O:41][CH2:39][CH3:40])[C:48]4[CH:49]=[CH:50][CH:51]=[CH:52][C:47]=4[N:46]=3)[CH2:54][CH2:55]2)([CH2:18][C:19]2[CH:20]=[C:21]([C:29]([F:31])([F:30])[F:32])[CH:22]=[C:23]([C:25]([F:27])([F:26])[F:28])[CH:24]=2)[C:7]1=[O:33] |f:1.2|. Procedure details: Prepare by the method of Example 7.6 using 1-(2-methoxybenzyl)-3-(3 5-di(trifluoromethyl)phenylmethyl)-3-(2-methanesulfonyloxyethyl)-2-oxopyrrolidine and 4-(1-(2-ethoxyethyl)-1H-benzimidazol-2-yl)[1,4]diazepane hydriodic acid salt to give the title compound: Rf=0.54 (silica gel, 5% methanol/dichloromethane/0.5% concentrated aqueous ammonia). The reactants are CN(C)c1ccncc1, Cc1cc(N2CCNCC2)c2c(Cl)cccc2n1, ClCCl, O=C=Nc1ccc(F)cc1. Reaction SMILES: [CH3:29][N:30]([c:31]1[cH:32][cH:33][n:34][cH:35][cH:36]1)[CH3:37].[Cl:1][c:2]1[c:3]2[c:4]([N:13]3[CH2:14][CH2:15][NH:16][CH2:17][CH2:18]3)[cH:5][c:6]([CH3:12])[n:7][c:8]2[cH:9][cH:10][cH:11]1.[Cl:38][CH2:39][Cl:40].[F:19][c:20]1[cH:21][cH:22][c:23]([N:26]=[C:27]=[O:28])[cH:24][cH:25]1>>[Cl:1][c:2]1[c:3]2[c:4]([N:13]3[CH2:14][CH2:15][N:16]([C:27]([NH:26][c:23]4[cH:22][cH:21][c:20]([F:19])[cH:25][cH:24]4)=[O:28])[CH2:17][CH2:18]3)[cH:5][c:6]([CH3:12])[n:7][c:8]2[cH:9][cH:10][cH:11]1. The product is Cc1cc(N2CCN(C(=O)Nc3ccc(F)cc3)CC2)c2c(Cl)cccc2n1. Reactants: B(Br)(Br)Br (boron tribromide), solution, ClCCl (dichloromethane), COC=1C=C2C=CC=C(C2=CC1)C (6-methoxy-1-methylnaphthalene), ClCCl (dichloromethane). Reaction conditions: temperature -60 celsius, time 3 hour. Yields the product CC=1C=C2C=CC(=CC2=CC1)O (6-methyl-2-naphthol). RXN SMILES: C[O:2][C:3]1[CH:4]=[C:5]2[C:10](=[CH:11][CH:12]=1)[C:9](C)=[CH:8][CH:7]=[CH:6]2.B(Br)(Br)Br.Cl[CH2:19]Cl>>[CH3:19][C:8]1[CH:9]=[C:10]2[C:5](=[CH:6][CH:7]=1)[CH:4]=[C:3]([OH:2])[CH:12]=[CH:11]2. Reported procedure: To a solution of 6-methoxy-1-methylnaphthalene (6.4 g) in dichloromethane (500 ml), cooled to -60° C., was added boron tribromide (45 ml of a 1M solution in dichloromethane). The resulting mixture was stirred at -60° C. for 3 hours. The reaction was quenched with water (500 ml) and extracted with dichloromethane (2×500 ml). The organic extracts were combined, dried (MgSO4) and evaporated to give a solid. Purification by flash column chromatography on silica, eluting with ethyl acetate/hexane (5:... The reactants are CCN(C(C)C)C(C)C, CC(=O)Cl, CCOC(=O)CCCNc1ccccc1-c1ccccc1, c1ccccc1. Product: CCOC(=O)CCCN(C(C)=O)c1ccccc1-c1ccccc1. As a reaction SMILES: [CH2:22]([N:23]([CH:24]([CH3:25])[CH3:26])[CH:27]([CH3:28])[CH3:29])[CH3:30].[CH3:31][C:32]([Cl:33])=[O:34].[c:1]1(-[c:16]2[cH:17][cH:18][cH:19][cH:20][cH:21]2)[c:2]([NH:7][CH2:8][CH2:9][CH2:10][C:11](=[O:12])[O:13][CH2:14][CH3:15])[cH:3][cH:4][cH:5][cH:6]1.[cH:35]1[cH:36][cH:37][cH:38][cH:39][cH:40]1>>[c:1]1(-[c:16]2[cH:17][cH:18][cH:19][cH:20][cH:21]2)[c:2]([N:7]([CH2:8][CH2:9][CH2:10][C:11](=[O:12])[O:13][CH2:14][CH3:15])[C:32]([CH3:31])=[O:34])[cH:3][cH:4][cH:5][cH:6]1. Starting materials: OC1=CC=C(C=O)C=C1 (4-hydroxybenzaldehyde), ClC1=CC=C(N=N1)N1CCC(CC1)CCO (2-[1-(6-Chloro-3-pyridazinyl)-4-piperidinyl]ethanol), aldehyde, C(C)O (ethanol). The solvent is O (water). Product: ClC1=CC=C(N=N1)N1C(CCCC1)CCOC1=CC=C(C=O)C=C1 (4- {2-[1-(6-Chloro-3-pyridazinyl)piperidinyl]ethoxy}benzaldehyde), solid. Isolated yield 44.0%. Reaction SMILES: [OH:1][C:2]1[CH:9]=[CH:8][C:5]([CH:6]=[O:7])=[CH:4][CH:3]=1.[Cl:10][C:11]1[N:16]=[N:15][C:14]([N:17]2[CH2:22][CH2:21][CH:20](CCO)[CH2:19][CH2:18]2)=[CH:13][CH:12]=1.[CH2:26](O)[CH3:27]>O>[Cl:10][C:11]1[N:16]=[N:15][C:14]([N:17]2[CH2:18][CH2:19][CH2:20][CH2:21][CH:22]2[CH2:26][CH2:27][O:1][C:2]2[CH:9]=[CH:8][C:5]([CH:6]=[O:7])=[CH:4][CH:3]=2)=[CH:13][CH:12]=1. Procedure details: 4- {2-[1-(6-Chloro-3-pyridazinyl)piperidinyl]ethoxy}benzaldehyde (Intermediate IIa) was prepared from 4-hydroxybenzaldehyde and 2-[1-(6-Chloro-3-pyridazinyl)-4-piperidinyl]ethanol using a Mitsunobu Reaction and following the general methods described in U.S. Pat. No. 4,992,433. The aldehyde (60 mg, 0.17 mmol) was dissolved in ethanol (5 ml) with stirring at room temperature and a solution of ethoxyanine in water (0.5 ml, 50% EtONH2) was added. The reaction was stirred at room temperature for 2 d... Reactants: C(C)(C)N(C(C)C)CC (N,N-diisopropylethylamine), resultant mixture, O-(7-azabenzotriazol-1-yl)-N,N′,N′,N′-tetramethyluronium hexafluorophosphate, FC(C1=NN(C=2CCCCC12)CC(=O)NC1=C(C2=C(S1)CCCC2)C(=O)O)(F)F (2-[2-(3-Trifluoromethyl-4,5,6,7-tetrahydroindazol-1-yl)-acetylamino]-4,5,6,7-tetrahydrobenzo[b]thiophene-3-carboxylic acid), CN(CCN)C (N,N-dimethylethylenediamine). Run in C(Cl)Cl (DCM), CN(C)C=O (DMF). Product: CN(CCNC(=O)C=1C2=C(SC1NC(CN1N=C(C=3CCCCC13)C(F)(F)F)=O)CCCC2)C (2-[2-(3-Trifluoromethyl-4,5,6,7-tetrahydroindazol-1-yl)-acetylamino]-4,5,6,7-tetrahydro-benzo[b]thiophene-3-carboxylic acid (2-dimethylamino-ethyl)-amide). RXN SMILES: [F:1][C:2]([F:29])([F:28])[C:3]1[C:11]2[CH2:10][CH2:9][CH2:8][CH2:7][C:6]=2[N:5]([CH2:12][C:13]([NH:15][C:16]2[S:20][C:19]3[CH2:21][CH2:22][CH2:23][CH2:24][C:18]=3[C:17]=2[C:25](O)=[O:26])=[O:14])[N:4]=1.[CH3:30][N:31]([CH3:35])[CH2:32][CH2:33][NH2:34].C(N(CC)C(C)C)(C)C>C(Cl)Cl.CN(C=O)C>[CH3:30][N:31]([CH3:35])[CH2:32][CH2:33][NH:34][C:25]([C:17]1[C:18]2[CH2:24][CH2:23][CH2:22][CH2:21][C:19]=2[S:20][C:16]=1[NH:15][C:13](=[O:14])[CH2:12][N:5]1[C:6]2[CH2:7][CH2:8][CH2:9][CH2:10][C:11]=2[C:3]([C:2]([F:29])([F:28])[F:1])=[N:4]1)=[O:26]. Procedure: 2-[2-(3-Trifluoromethyl-4,5,6,7-tetrahydroindazol-1-yl)-acetylamino]-4,5,6,7-tetrahydrobenzo[b]thiophene-3-carboxylic acid (50 mg, 0.117 mmol) was dissolved in a solution of DCM (2 mL) and DMF (0.4 mL). O-(7-azabenzotriazol-1-yl)-N,N′,N′,N′-tetramethyluronium hexafluorophosphate (54 mg, 0.141 mmol) was added, followed by N,N-dimethylethylenediamine (15.5 μL, 0.141 mmol) and N,N-diisopropylethylamine (24.6 μL, 0.141 mmol). The resultant mixture was stirred at RT overnight. The solvent was removed... The reactants are CC1=NN2C(N=C(C=C2NCCN)C)=C1 (N-(2,5-dimethyl-pyrazolo[1,5-a]pyrimidin-7-yl)-ethane-1,2-diamine), C1(CCCC1)=O (cyclopentanone), C(C)(=O)O (acetic acid), C(#N)[BH3-].[Na+] (sodium cyanoborohydride). Run in CO (methanol). Reaction conditions: time 1 hour. Product: C1(CCCC1)NCCNC1=CC(=NC=2N1N=C(C2)C)C (N-Cyclopentyl-N′-(2,5-dimethyl-pyrazolo[1,5-a]pyrimidin-7-yl)-ethane-1,2-diamine). Isolated yield 128.0%. Reaction SMILES: [CH3:1][C:2]1[CH:15]=[C:5]2[N:6]=[C:7]([CH3:14])[CH:8]=[C:9]([NH:10][CH2:11][CH2:12][NH2:13])[N:4]2[N:3]=1.[C:16]1(=O)[CH2:20][CH2:19][CH2:18][CH2:17]1.C(O)(=O)C.C([BH3-])#N.[Na+]>CO>[CH:16]1([NH:13][CH2:12][CH2:11][NH:10][C:9]2[N:4]3[N:3]=[C:2]([CH3:1])[CH:15]=[C:5]3[N:6]=[C:7]([CH3:14])[CH:8]=2)[CH2:20][CH2:19][CH2:18][CH2:17]1 |f:3.4|. Reported procedure: To a stirred solution of N-(2,5-dimethyl-pyrazolo[1,5-a]pyrimidin-7-yl)-ethane-1,2-diamine (3.2 g, 16 mmol) and cyclopentanone (2.7 mL, 30 mmol) in methanol (30 mL)/acetic acid (3 mL) was added sodium cyanoborohydride (0.94 g, 15 mmol), portionwise. After stirring 1 hour the reaction was concentrated under reduced pressure and then extracted from saturated aqueous sodium bicarbonate with ethyl acetate. The combined extracts were dried (Na2SO4), concentrated under reduced pressure to give the cru... Reactants: O (water), C(=O)C1CCC(CC1)C(=O)OCC (ethyl 4-formylcyclohexanecarboxylate), CC(C)([O-])C.[K+] (potassium tert-butoxide), resultant suspension, Cl (HCl). The reagents and catalysts are [Br-].C(C)[P+](C1=CC=CC=C1)(C1=CC=CC=C1)C1=CC=CC=C1 (ethyltriphenylphosphonium bromide). The solvent is C1CCOC1 (THF). Conditions: time 8 hour. Yields the product C(=CC)C1CCC(CC1)C(=O)OCC (ethyl 4-propenylcyclohexanecarboxylate). Reaction SMILES: [CH:1]([CH:3]1[CH2:8][CH2:7][CH:6]([C:9]([O:11][CH2:12][CH3:13])=[O:10])[CH2:5][CH2:4]1)=O.[CH3:14][C:15](C)([O-])C.[K+].O.Cl>C1COCC1.[Br-].C([P+](C1C=CC=CC=1)(C1C=CC=CC=1)C1C=CC=CC=1)C>[CH:1]([CH:3]1[CH2:8][CH2:7][CH:6]([C:9]([O:11][CH2:12][CH3:13])=[O:10])[CH2:5][CH2:4]1)=[CH:14][CH3:15] |f:1.2,6.7|. Procedure details: 240 g of ethyl 4-formylcyclohexanecarboxylate were dissolved in 2.4 l of THF at 10-15° C. under nitrogen, and 531 g of ethyltriphenylphosphonium bromide were added. 160 g of potassium tert-butoxide were introduced in portions into the resultant suspension over a period of 1.5 hours, the temperature being held at below 20° C. After the mixture had been stirred overnight, the mixture was hydrolyzed using water the next day and rendered slightly acidic using 2 N HCl. Conventional work-up gave ethyl...